From a dataset of the Open Reaction Database (ORD), a public repository of structured organic reaction records. describe an organic reaction: reactants, conditions, products, and yield The reactants are BrC=1C(=NC=C(C(=O)NC2=CC=C(C=C2)SC(F)(F)F)C1)N1C[C@H](CC1)CO ((S)-5-bromo-6-(3-(hydroxymethyl)pyrrolidin-1-yl)-N-(4-((trifluoromethyl)thio)phenyl)nicotinamide), N1=CN=CC(=C1)B(O)O (pyrimidin-5-ylboronic acid). Yields the product OC[C@@H]1CN(CC1)C1=NC=C(C(=O)NC2=CC=C(C=C2)SC(F)(F)F)C=C1C=1C=NC=NC1 ((S)-6-(3-(Hydroxymethyl)pyrrolidin-1-yl)-5-(pyrimidin-5-yl)-N-(4-((trifluoromethyl)thio)phenyl)nicotinamide). Reaction SMILES: Br[C:2]1[C:3]([N:22]2[CH2:26][CH2:25][C@H:24]([CH2:27][OH:28])[CH2:23]2)=[N:4][CH:5]=[C:6]([CH:21]=1)[C:7]([NH:9][C:10]1[CH:15]=[CH:14][C:13]([S:16][C:17]([F:20])([F:19])[F:18])=[CH:12][CH:11]=1)=[O:8].[N:29]1[CH:34]=[C:33](B(O)O)[CH:32]=[N:31][CH:30]=1>>[OH:28][CH2:27][C@H:24]1[CH2:25][CH2:26][N:22]([C:3]2[C:2]([C:33]3[CH:34]=[N:29][CH:30]=[N:31][CH:32]=3)=[CH:21][C:6]([C:7]([NH:9][C:10]3[CH:15]=[CH:14][C:13]([S:16][C:17]([F:20])([F:19])[F:18])=[CH:12][CH:11]=3)=[O:8])=[CH:5][N:4]=2)[CH2:23]1. Reported procedure: The title compound was prepared in an analogous fashion to that described in Example 185 using (S)-5-bromo-6-(3-(hydroxymethyl)pyrrolidin-1-yl)-N-(4-((trifluoromethyl)thio)phenyl)nicotinamide (Stage 189.1) and pyrimidin-5-ylboronic acid. HPLC (Condition 4) tR=5.13 min, UPLC-MS (Condition 3) tR=1.01 min, m/z=476.3 [M+H]+; 1H-NMR (400 MHz, DMSO-d6) δ ppm 1.48-1.64 (m, 1H) 1.84 (m, J=6.30 Hz, 1H) 2.15-2.31 (m, 1H) 2.96 (dd, J=10.95, 7.04 Hz, 1H) 3.08-3.42 (m, 5H) 4.60 (t, J=5.28 Hz, 1H) 7.68 (d, J=... The reactants are solution, [H-].[Al+3].[Li+].[H-].[H-].[H-] (lithium aluminium hydride), COCCOC1=CC=C(C=C1)C#CC1(CN2CCC1CC2)O (3-[2-{4-(2-methoxyethoxy)phenyl}ethynyl]quinuclidin-3-ol), O (Water), [OH-].[Na+] (sodium hydroxide), O (water). The solvent is O1CCCC1 (tetrahydrofuran), O1CCCC1 (tetrahydrofuran). Reaction conditions: time 16 hour. The product is COCCOC1=CC=C(C=C1)/C=C/C1(CN2CCC1CC2)O (3-[(E)-2-{4-(2-methoxyethoxy)phenyl}vinyl]quinuclidin-3-ol). Isolated yield 83.8%. RXN SMILES: [H-].[Al+3].[Li+].[H-].[H-].[H-].[CH3:7][O:8][CH2:9][CH2:10][O:11][C:12]1[CH:17]=[CH:16][C:15]([C:18]#[C:19][C:20]2([OH:28])[CH:25]3[CH2:26][CH2:27][N:22]([CH2:23][CH2:24]3)[CH2:21]2)=[CH:14][CH:13]=1.O.[OH-].[Na+]>O1CCCC1>[CH3:7][O:8][CH2:9][CH2:10][O:11][C:12]1[CH:13]=[CH:14][C:15](/[CH:18]=[CH:19]/[C:20]2([OH:28])[CH:25]3[CH2:26][CH2:27][N:22]([CH2:23][CH2:24]3)[CH2:21]2)=[CH:16][CH:17]=1 |f:0.1.2.3.4.5,8.9|. Reported procedure: A 1M solution of lithium aluminium hydride in tetrahydrofuran (10 ml) was added over a period of 20 minutes to a stirred solution of 3-[2-{4-(2-methoxyethoxy)phenyl}ethynyl]quinuclidin-3-ol (3.01 g) in dry tetrahydrofuran (100 ml) under an atmosphere of argon at 40° C. The reaction mixture was then stirred at ambient temperature for 16 hours. Water (0.4 ml) and 2M aqueous sodium hydroxide solution (0.8 ml) was then added to the reaction mixture dropwise followed by a further quantity of water (1... The reactants are ClC=1C2=C(N=CN1)NC(=C2C)C (4-chloro-5,6-dimethyl-7H-pyrrolo[2,3-d]-pyrimidine), N1CCC2=CC=CC=C12 (2,3-dihydroindole). The solvent is C(CCC)O (n-butanol). Product: N1(CCC2=CC=CC=C12)C=1C2=C(N=CN1)NC(=C2C)C (4-(2,3-dihydroindol-1-yl)-5,6-dimethyl-7H-pyrrolo[2,3-d]pyrimidine). RXN SMILES: Cl[C:2]1[C:3]2[C:10]([CH3:11])=[C:9]([CH3:12])[NH:8][C:4]=2[N:5]=[CH:6][N:7]=1.[NH:13]1[C:21]2[C:16](=[CH:17][CH:18]=[CH:19][CH:20]=2)[CH2:15][CH2:14]1>C(O)CCC>[N:13]1([C:2]2[C:3]3[C:10]([CH3:11])=[C:9]([CH3:12])[NH:8][C:4]=3[N:5]=[CH:6][N:7]=2)[C:21]2[C:16](=[CH:17][CH:18]=[CH:19][CH:20]=2)[CH2:15][CH2:14]1. Procedure details: Under an argon atmosphere, 0.2 g (1.1 mmol) of 4-chloro-5,6-dimethyl-7H-pyrrolo[2,3-d]-pyrimidine (see Liebigs Ann. Chem. 1986(9), 1485-1505; CAS-Reg. No. 82703-38-6) and 0.15 ml (1.32 mmol) of 2,3-dihydroindole (Fluka, Buchs, Switzerland) in 5 ml of abs. n-butanol are heated at reflux for 2 hours until the starting material is no longer present in TLC. The reaction mixture is concentrated by evaporation in vacuo at 50° C. The brown residue is dissolved in 30 ml of ethyl acetate, and 10 ml of 1 ... The reactants are OC=1C=C(CC2N(CCC2)C)C=CC1O (2-(3,4-dihydroxybenzyl)-1-methylpyrrolidine). Run in C(C)(=O)OC(C)=O.N1=CC=CC=C1 (acetic anhydride pyridine). Yields the product C(C)(=O)OC=1C=C(CC2N(CCC2)C)C=CC1OC(C)=O (2-(3,4-diacetoxybenzyl)-1-methylpyrrolidine). Reaction SMILES: [OH:1][C:2]1[CH:3]=[C:4]([CH:12]=[CH:13][C:14]=1[OH:15])[CH2:5][CH:6]1[CH2:10][CH2:9][CH2:8][N:7]1[CH3:11]>C(OC(=O)C)(=O)C.N1C=CC=CC=1>[C:2]([O:1][C:2]1[CH:3]=[C:4]([CH:12]=[CH:13][C:14]=1[O:15][C:14](=[O:15])[CH3:13])[CH2:5][CH:6]1[CH2:10][CH2:9][CH2:8][N:7]1[CH3:11])(=[O:1])[CH3:3] |f:1.2|. Procedure: Allow 3.25 g of 2-(3,4-dihydroxybenzyl)-1-methylpyrrolidine to stand for 24 hours in 30 ml of acetic anhydride/pyridine 1:1. Concentrate the resulting reaction mixture under a vacuum and distil off the residue to obtain 3.5 g (76% of theory) of the title compound in the form of a yellowish oil (b.p. 135° to 140° at 0.005 mm of Hg) which, on standing, solidifies to a crystalline mass of m.p. 44° to 45°.